Task: describe an organic reaction: reactants, conditions, products, and yield. Dataset: the Open Reaction Database (ORD), a public repository of structured organic reaction records Reactants: ClC=1C=C(C=CC1)CC(=O)O (2-(3-chlorophenyl)acetic acid), C(C)(C)N(C(C)C)CC (N,N diisopropylethylamine), C(C(=O)Cl)(=O)Cl (oxalyl chloride), NC(C(=O)OCC)=NO (ethyl 2-amino-2-(hydroxyimino)acetate). Run in ClCCl (dichloromethane), CN(C)C=O (DMF), N1=CC=CC=C1 (pyridine), ClCCl (dichloromethane). The product is ClC=1C=C(CC2=NC(=NO2)C(=O)OCC)C=CC1 (ethyl 5-(3-chlorobenzyl)-1,2,4-oxadiazole-3-carboxylate). Yield: 28.1%. Reaction SMILES: [Cl:1][C:2]1[CH:3]=[C:4]([CH2:8][C:9]([OH:11])=O)[CH:5]=[CH:6][CH:7]=1.C(Cl)(=O)C(Cl)=O.[NH2:18][C:19](=[N:25]O)[C:20]([O:22][CH2:23][CH3:24])=[O:21].C(N(CC)C(C)C)(C)C>ClCCl.N1C=CC=CC=1.CN(C=O)C>[Cl:1][C:2]1[CH:3]=[C:4]([CH:5]=[CH:6][CH:7]=1)[CH2:8][C:9]1[O:11][N:25]=[C:19]([C:20]([O:22][CH2:23][CH3:24])=[O:21])[N:18]=1. Procedure: This compound was prepared according to general method 2 with (step I) 2-(3-chlorophenyl)acetic acid (0.646 g; 3.78 mmol) and oxalyl chloride (0.352 mL; 4.16 mmol) in dichloromethane (12 mL) with few drops of DMF and (step II) ethyl 2-amino-2-(hydroxyimino)acetate (0.5 g; 3.78 mmol) and N,N diisopropylethylamine (1.05 mL; 6.06 mmol) in dichloromethane (6 mL) and (step III) pyridine (18 mL). The crude material was purified by flash chromatography on silica (eluent 20 to 100% ethyl acetate in hept... Starting materials: CC(C)c1ccc(N)c(Br)c1, CN1CCCC1=O, CCOC(C)=O, N#C[Cu]. Product: CC(C)c1ccc(N)c(C#N)c1. RXN SMILES: [Br:4][c:5]1[c:6]([NH2:14])[cH:7][cH:8][c:9]([CH:11]([CH3:12])[CH3:13])[cH:10]1.[CH3:15][N:16]1[CH2:17][CH2:18][CH2:19][C:20]1=[O:21].[CH3:22][CH2:23][O:24][C:25](=[O:26])[CH3:27].[Cu:1][C:2]#[N:3]>>[C:2](#[N:3])[c:5]1[c:6]([NH2:14])[cH:7][cH:8][c:9]([CH:11]([CH3:12])[CH3:13])[cH:10]1. Run in C(C)O (ethanol). RXN SMILES: [OH:1][C@@H:2]1[CH2:27][CH2:26][C@@:25]2([CH3:28])[C@@H:4]([CH2:5][CH2:6][C@@H:7]3[C@@H:24]2[C:23](=[O:29])[CH2:22][C@@:21]2([CH3:30])[C@H:8]3[CH2:9][CH2:10][C@@H:11]2[C:12](=[O:20])[CH2:13][N:14]2[CH2:19][CH2:18][O:17][CH2:16][CH2:15]2)[CH2:3]1.[C:31]([OH:43])(=[O:42])[CH2:32][C:33]([CH2:38][C:39]([OH:41])=[O:40])([C:35]([OH:37])=[O:36])[OH:34]>C(O)C>[C:31]([OH:43])(=[O:42])[CH2:32][C:33]([CH2:38][C:39]([OH:41])=[O:40])([C:35]([OH:37])=[O:36])[OH:34].[OH:1][C@@H:2]1[CH2:27][CH2:26][C@@:25]2([CH3:28])[C@@H:4]([CH2:5][CH2:6][C@@H:7]3[C@@H:24]2[C:23](=[O:29])[CH2:22][C@@:21]2([CH3:30])[C@H:8]3[CH2:9][CH2:10][C@@H:11]2[C:12](=[O:20])[CH2:13][N:14]2[CH2:15][CH2:16][O:17][CH2:18][CH2:19]2)[CH2:3]1 |f:3.4|. Conditions: time 2 hour. Starting materials: O[C@H]1C[C@@H]2CC[C@H]3[C@@H]4CC[C@H](C(CN5CCOCC5)=O)[C@]4(CC([C@@H]3[C@]2(CC1)C)=O)C (3α-hydroxy-21-morpholino-5α-pregnane-11,20-dione), C(CC(O)(C(=O)O)CC(=O)O)(=O)O (citric acid). Procedure: A solution of 3α-hydroxy-21-morpholino-5α-pregnane-11,20-dione (83.52 mg. 0.2 mmole) in absolute ethanol (1 ml.) was treated with 0.1M aqueous citric acid (2 ml. 0.2 mmole). The ethanol was removed by evaporation and the resulting solution freeze-dried. Water (5 ml.) was added, and the cloudy solution obtained left to stand at room temperature for two hours. The solution was filtered through a No. 3 sinter. The flask was rinsed with water (0.5 ml.) and this was also filtered. The sinter and flas... The product is C(CC(O)(C(=O)O)CC(=O)O)(=O)O.O[C@H]1C[C@@H]2CC[C@H]3[C@@H]4CC[C@H](C(CN5CCOCC5)=O)[C@]4(CC([C@@H]3[C@]2(CC1)C)=O)C (3α-Hydroxy-21-morpholino-5α-pregnane-11,20-dione citrate). The reactants are NC1(CCC1)C1=CC=C(C=C1)C=1N=C2N(C=CC(=N2)OCCN2C(C3=CC=CC=C3C2=O)=O)C1C1=CC=CC=C1 (2-(2-{2-[4-(1-Amino-cyclobutyl)-phenyl]-3-phenyl-imidazo[1,2-a]pyrimidin-7-yloxy}-ethyl)-isoindole-1,3-dione), O.NN (hydrazine hydrate). The solvent is C(C)O (ethanol), C(C)(C)OC(C)C (diisopropyl ether). Run at temperature 80 celsius. Yields the product NCCOC1=NC=2N(C=C1)C(=C(N2)C2=CC=C(C=C2)C2(CCC2)N)C2=CC=CC=C2 (1-{4-[7-(2-amino-ethoxy)-3-phenyl-imidazo[1,2-a]pyrimidin-2-yl]-phenyl}-cyclobutylamine). The yield is 87.7%. RXN SMILES: [NH2:1][C:2]1([C:6]2[CH:11]=[CH:10][C:9]([C:12]3[N:13]=[C:14]4[N:19]=[C:18]([O:20][CH2:21][CH2:22][N:23]5C(=O)C6C(=CC=CC=6)C5=O)[CH:17]=[CH:16][N:15]4[C:34]=3[C:35]3[CH:40]=[CH:39][CH:38]=[CH:37][CH:36]=3)=[CH:8][CH:7]=2)[CH2:5][CH2:4][CH2:3]1.O.NN>C(O)C.C(OC(C)C)(C)C>[NH2:23][CH2:22][CH2:21][O:20][C:18]1[CH:17]=[CH:16][N:15]2[C:34]([C:35]3[CH:40]=[CH:39][CH:38]=[CH:37][CH:36]=3)=[C:12]([C:9]3[CH:10]=[CH:11][C:6]([C:2]4([NH2:1])[CH2:5][CH2:4][CH2:3]4)=[CH:7][CH:8]=3)[N:13]=[C:14]2[N:19]=1 |f:1.2|. Reported procedure: 2-(2-{2-[4-(1-Amino-cyclobutyl)-phenyl]-3-phenyl-imidazo[1,2-a]pyrimidin-7-yloxy}-ethyl)-isoindole-1,3-dione (340 mg from Step 1) was dissolved in ethanol (6.8 mL), treated with hydrazine hydrate (98%, 0.045 mL) and heated at 80° C. for 22 h. On cooling, the reaction mixture was diluted with diisopropyl ether and filtered. The filtrate was concentrated in vacuo to give the title compound (225 mg).